Dataset: the Open Reaction Database (ORD), a public repository of structured organic reaction records. Task: describe an organic reaction: reactants, conditions, products, and yield Reported procedure: The product of Example 52D (940 mg, 4.05 mmol) and 3-bromo-5-methoxypyridine (1.13 g, 6.07 mmol) were processed according to the procedure described in Example 1E. The crude product was purified by chromatography (SiO2, ethyl acetate:hexane, 1:1) to provide the title compound (0.50 g, 37% yield). MS (DCI/NH3) m/z 340 (M+H)+. Reaction SMILES: [C@@H:1]12[CH2:7][NH:6][C@@H:5]1[CH2:4][N:3]([C:8]([O:10][CH2:11][C:12]1[CH:17]=[CH:16][CH:15]=[CH:14][CH:13]=1)=[O:9])[CH2:2]2.Br[C:19]1[CH:20]=[N:21][CH:22]=[C:23]([O:25][CH3:26])[CH:24]=1>>[CH3:26][O:25][C:23]1[CH:24]=[C:19]([N:6]2[CH2:7][C@@H:1]3[C@H:5]2[CH2:4][N:3]([C:8]([O:10][CH2:11][C:12]2[CH:17]=[CH:16][CH:15]=[CH:14][CH:13]=2)=[O:9])[CH2:2]3)[CH:20]=[N:21][CH:22]=1. The product is COC=1C=C(C=NC1)N1[C@@H]2CN(C[C@@H]2C1)C(=O)OCC1=CC=CC=C1 (benzyl (1S,5S)-6-(5-methoxy-3-pyridinyl)-3,6-diazabicyclo[3.2.0]heptane-3-carboxylate). Yield: 36.4%. The reactants are [C@@H]12CN(C[C@H]2NC1)C(=O)OCC1=CC=CC=C1 (benzyl (1S,5S)-3,6-diazabicyclo[3.2.0]heptane-3-carboxylate), BrC=1C=NC=C(C1)OC (3-bromo-5-methoxypyridine). Reactants: CC1(C23CC4CC2CC(COCc2ccccc2)(C4)C3)OCCO1, CC(C)=O, Cc1ccc(S(=O)(=O)O)cc1. Yields the product CC(=O)C12CC3CC1CC(COCc1ccccc1)(C3)C2. Reaction SMILES: [CH2:1]([c:2]1[cH:3][cH:4][cH:5][cH:6][cH:7]1)[O:8][CH2:9][C:10]12[CH2:11][C:12]3([C:19]4([CH3:24])[O:20][CH2:23][CH2:22][O:21]4)[CH2:13][CH:14]([CH2:15][CH:16]3[CH2:17]1)[CH2:18]2.[CH3:36][C:37](=[O:38])[CH3:39].[c:25]1([CH3:26])[cH:27][cH:28][c:29]([S:30]([OH:31])(=[O:32])=[O:33])[cH:34][cH:35]1>>[CH2:1]([c:2]1[cH:3][cH:4][cH:5][cH:6][cH:7]1)[O:8][CH2:9][C:10]12[CH2:11][C:12]3([C:19](=[O:20])[CH3:24])[CH2:13][CH:14]([CH2:15][CH:16]3[CH2:17]1)[CH2:18]2.